This data is from the Open Reaction Database (ORD), a public repository of structured organic reaction records. The task is: describe an organic reaction: reactants, conditions, products, and yield Starting materials: CC1=C(N=C(N1)C=1C=C(C=CC1)C(F)(F)F)CO (5-methyl-2-(α,α,α-trifluoro-m-tolyl)-4-imidazolemethanol). The reagents and catalysts are [O-2].[O-2].[Mn+4] (manganese dioxide). Run in C(Cl)(Cl)Cl (chloroform). Reaction conditions: time 7 hour. Product: CC1=C(N=C(N1)C=1C=C(C=CC1)C(F)(F)F)C=O (5-methyl-2-(α,α,α-trifluoro-m-tolyl)imidazole-4-carboxaldehyde). Yield: 88.5%. RXN SMILES: [CH3:1][C:2]1[NH:6][C:5]([C:7]2[CH:8]=[C:9]([C:13]([F:16])([F:15])[F:14])[CH:10]=[CH:11][CH:12]=2)=[N:4][C:3]=1[CH2:17][OH:18]>[O-2].[O-2].[Mn+4].C(Cl)(Cl)Cl>[CH3:1][C:2]1[NH:6][C:5]([C:7]2[CH:8]=[C:9]([C:13]([F:16])([F:15])[F:14])[CH:10]=[CH:11][CH:12]=2)=[N:4][C:3]=1[CH:17]=[O:18] |f:1.2.3|. Procedure: A mixture of 5-methyl-2-(α,α,α-trifluoro-m-tolyl)-4-imidazolemethanol (30.0 g), manganese dioxide (200 g) and chloroform (1000 ml) is stirred at room temperature for 7 hours, and then filtered, and the solution allowed to stand over the weekend. Ethyl acetate is added to dissolve precipitated material and the solution is filtered. The solution is then evaporated to dryness in vacuo to afford 26.34 g solid, m.p. 179.5°-180° C. The reactants are Cl.O1CCOCC1 (hydrochloric acid 1,4-dioxane), C(C1=CC=CC=C1)N(C(=O)C1CC(CCC1)NC(=O)OC(C)(C)C)CC1=CC=CC=C1 (tert-butyl 3-[(dibenzylamino)carbonyl]cyclohexanecarbamate). The solvent is O1CCCC1 (tetrahydrofuran). Reaction conditions: time 8 hour. Yields the product Cl.NC1CC(CCC1)C(=O)N(CC1=CC=CC=C1)CC1=CC=CC=C1 (3-amino-N,N-dibenzylcyclohexane-carboxamide monohydrochloride). RXN SMILES: [ClH:1].O1CCOCC1.[CH2:8]([N:15]([CH2:32][C:33]1[CH:38]=[CH:37][CH:36]=[CH:35][CH:34]=1)[C:16]([CH:18]1[CH2:23][CH2:22][CH2:21][CH:20]([NH:24]C(OC(C)(C)C)=O)[CH2:19]1)=[O:17])[C:9]1[CH:14]=[CH:13][CH:12]=[CH:11][CH:10]=1>O1CCCC1>[ClH:1].[NH2:24][CH:20]1[CH2:21][CH2:22][CH2:23][CH:18]([C:16]([N:15]([CH2:32][C:33]2[CH:38]=[CH:37][CH:36]=[CH:35][CH:34]=2)[CH2:8][C:9]2[CH:10]=[CH:11][CH:12]=[CH:13][CH:14]=2)=[O:17])[CH2:19]1 |f:0.1,4.5|. Procedure details: A 4N-hydrochloric acid/1,4-dioxane solution (4.5 ml) was added to a solution of tert-butyl 3-[(dibenzylamino)carbonyl]cyclohexanecarbamate (0.749 g, 1.773 mmol) in tetrahydrofuran (4.5 ml) and stirred overnight. The solvent was distilled off under reduced pressure, followed by replacement with toluene (twice), whereby 3-amino-N,N-dibenzylcyclohexanecarboxamide monohydrochloride (0.848 g, >99%) was obtained. The reactants are [BH4-], CO, O=[N+]([O-])c1c(Cl)nc2ccccc2c1NCCC1CCN(C(c2ccccc2)(c2ccccc2)c2ccccc2)CC1, [Na+], Cl[Ni]Cl, C1CCOC1, O, O, O, O, O, O, O. Product: Nc1c(Cl)nc2ccccc2c1NCCC1CCN(C(c2ccccc2)(c2ccccc2)c2ccccc2)CC1. Reaction SMILES: [BH4-:3].[CH3:1][OH:2].[Cl:5][c:6]1[n:7][c:8]2[cH:9][cH:10][cH:11][cH:12][c:13]2[c:14]([NH:19][CH2:20][CH2:21][CH:22]2[CH2:23][CH2:24][N:25]([C:28]([c:29]3[cH:30][cH:31][cH:32][cH:33][cH:34]3)([c:35]3[cH:36][cH:37][cH:38][cH:39][cH:40]3)[c:41]3[cH:42][cH:43][cH:44][cH:45][cH:46]3)[CH2:26][CH2:27]2)[c:15]1[N+:16]([O-:17])=[O:18].[Na+:4].[Ni:59]([Cl:60])[Cl:61].[O:48]1[CH2:49][CH2:50][CH2:51][CH2:52]1.[OH2:47].[OH2:53].[OH2:54].[OH2:55].[OH2:56].[OH2:57].[OH2:58]>>[Cl:5][c:6]1[n:7][c:8]2[cH:9][cH:10][cH:11][cH:12][c:13]2[c:14]([NH:19][CH2:20][CH2:21][CH:22]2[CH2:23][CH2:24][N:25]([C:28]([c:29]3[cH:30][cH:31][cH:32][cH:33][cH:34]3)([c:35]3[cH:36][cH:37][cH:38][cH:39][cH:40]3)[c:41]3[cH:42][cH:43][cH:44][cH:45][cH:46]3)[CH2:26][CH2:27]2)[c:15]1[NH2:16]. The reactants are [NH4+].[Cl-] (NH4Cl), CC1=CC=CC=2SC=C(C21)CN2C(NC1=C2C=CC=C1)=O (1-(4-Methyl-benzo[b]thiophen-3-ylmethyl)-1,3-dihydro-benzimidazol-2-one), C1(=CC=CC=C1)OS(=O)(=O)C=C (Ethenesulfonic acid phenyl ester), [OH-].[Na+] (NaOH). Run in O (water), C1CCOC1 (THF). Run at time 0.5 hour. The product is C1(=CC=CC=C1)OS(=O)(=O)CCN1C(N(C2=C1C=CC=C2)CC=2C1=C(SC2)C=CC=C1C)=O (2-[3-(4-Methyl-benzo[b]thiophen-3-ylmethyl)-2-oxo-2,3-dihydro-benzimidazol-1-yl]-ethanesulfonic acid phenyl ester). Yield: 75.0%. RXN SMILES: [CH3:1][C:2]1[C:10]2[C:9]([CH2:11][N:12]3[C:16]4[CH:17]=[CH:18][CH:19]=[CH:20][C:15]=4[NH:14][C:13]3=[O:21])=[CH:8][S:7][C:6]=2[CH:5]=[CH:4][CH:3]=1.[C:22]1([O:28][S:29]([CH:32]=[CH2:33])(=[O:31])=[O:30])[CH:27]=[CH:26][CH:25]=[CH:24][CH:23]=1.[OH-].[Na+].[NH4+].[Cl-]>C1COCC1.O>[C:22]1([O:28][S:29]([CH2:32][CH2:33][N:14]2[C:15]3[CH:20]=[CH:19][CH:18]=[CH:17][C:16]=3[N:12]([CH2:11][C:9]3[C:10]4[C:2]([CH3:1])=[CH:3][CH:4]=[CH:5][C:6]=4[S:7][CH:8]=3)[C:13]2=[O:21])(=[O:31])=[O:30])[CH:23]=[CH:24][CH:25]=[CH:26][CH:27]=1 |f:2.3,4.5|. Reported procedure: To a solution of 1-(4-Methyl-benzo[b]thiophen-3-ylmethyl)-1,3-dihydro-benzimidazol-2-one (50 mg, 0.17 mmol) in THF (1.0 mL) are added Ethenesulfonic acid phenyl ester (63 mg, 0.34 mmol) and solid NaOH (14 mg, 0.34 mmol). The resulting suspension is stirred at room temperature for 0.5 hr and it turned into clear solution in about 10 min. Then saturated NH4Cl solution (5.0 mL) is added along with water (5 mL). The mixture is extracted with EtOAc (3×20 mL). The organic layers are combined, dried (M... The reactants are Brc1ccsc1, CC(C)OC(C)C, [Mg], O=C1NC(=O)C(=O)C(=O)N1, C1CCOC1. The product is O=C1NC(=O)C(O)(c2ccsc2)C(=O)N1. As a reaction SMILES: [Br:1][c:2]1[cH:3][s:4][cH:5][cH:6]1.[CH:18]([O:19][CH:20]([CH3:21])[CH3:22])([CH3:23])[CH3:24].[Mg:7].[NH:8]1[C:9](=[O:10])[NH:11][C:12](=[O:13])[C:14](=[O:15])[C:16]1=[O:17].[O:25]1[CH2:26][CH2:27][CH2:28][CH2:29]1>>[c:2]1([C:14]2([OH:15])[C:12](=[O:13])[NH:11][C:9](=[O:10])[NH:8][C:16]2=[O:17])[cH:3][s:4][cH:5][cH:6]1.